Dataset: the Open Reaction Database (ORD), a public repository of structured organic reaction records. Task: describe an organic reaction: reactants, conditions, products, and yield Starting materials: C1CCOC1, C1CSCCN1, COc1cc(CCl)cc(OC)c1. Product: COc1cc(CN2CCSCC2)cc(OC)c1. RXN SMILES: [CH2:19]1[O:20][CH2:21][CH2:22][CH2:23]1.[CH2:1]1[CH2:2][S:3][CH2:4][CH2:5][NH:6]1.[CH3:7][O:8][c:9]1[cH:10][c:11]([CH2:12][Cl:13])[cH:14][c:15]([O:17][CH3:18])[cH:16]1>>[CH2:1]1[CH2:2][S:3][CH2:4][CH2:5][N:6]1[CH2:12][c:11]1[cH:10][c:9]([O:8][CH3:7])[cH:16][c:15]([O:17][CH3:18])[cH:14]1. The reactants are CCOC(C)=O, CN, Fc1ccccc1CBr, C1CCOC1. The product is NCCc1ccccc1F. RXN SMILES: [CH3:17][CH2:18][O:19][C:20](=[O:21])[CH3:22].[CH3:1][NH2:2].[F:3][c:4]1[c:5]([CH2:6][Br:7])[cH:8][cH:9][cH:10][cH:11]1.[O:12]1[CH2:13][CH2:14][CH2:15][CH2:16]1>>[CH2:1]([NH2:2])[CH2:6][c:5]1[c:4]([F:3])[cH:11][cH:10][cH:9][cH:8]1. The reactants are N1(CCCCCC1)CCN1CCC(CC1)NC(=O)C=1NC2=CC=CC(=C2C1)OCC(C)C (4-Isobutoxy-1H-indole-2-carboxylic acid [1-(2-azepan-1-yl-ethyl)-piperidin-4-yl]-amide), Cl.Cl.Cl.NC1CCN(CC1)CCN1CCC(CC1)O (1-[2-(4-Amino-piperidin-1-yl)-ethyl]-piperidin-4-ol tri-hydrochloride). Product: OC1CCN(CC1)CCN1CCC(CC1)NC(=O)C=1NC2=CC=CC(=C2C1)OCC(C)C (4-Isobutoxy-1H-indole-2-carboxylic acid {1-[2-(4-hydroxy-piperidin-1-yl)-ethyl]-piperidin-4-yl}-amide). RXN SMILES: [N:1]1([CH2:8][CH2:9][N:10]2[CH2:15][CH2:14][CH:13]([NH:16][C:17]([C:19]3[NH:20][C:21]4[C:26]([CH:27]=3)=[C:25]([O:28][CH2:29][CH:30]([CH3:32])[CH3:31])[CH:24]=[CH:23][CH:22]=4)=[O:18])[CH2:12][CH2:11]2)[CH2:7]C[CH2:5][CH2:4][CH2:3][CH2:2]1.Cl.Cl.Cl.NC1CCN(CCN2CCC([OH:51])CC2)CC1>>[OH:51][CH:4]1[CH2:3][CH2:2][N:1]([CH2:8][CH2:9][N:10]2[CH2:11][CH2:12][CH:13]([NH:16][C:17]([C:19]3[NH:20][C:21]4[C:26]([CH:27]=3)=[C:25]([O:28][CH2:29][CH:30]([CH3:32])[CH3:31])[CH:24]=[CH:23][CH:22]=4)=[O:18])[CH2:14][CH2:15]2)[CH2:7][CH2:5]1 |f:1.2.3.4|. Reported procedure: This compound is synthesized analogously to Example 1 from 4-Isobutoxy-1H-indole-2-carboxylic acid 80 (preparation see Example 8) and amine 21. Reactants: C(C1=CC=CC=C1)OC(=O)N[C@H](C=O)C ((S)-2-(N-Benzyloxycarbonylamino)-propionaldehyde), BrCCCCCCCCCCCCCCC (1-bromopentadecane). Yields the product C(C1=CC=CC=C1)OC(=O)N[C@@H](C)[C@H](CCCCCCCCCCCCCCC)O ((2S,3S)-2-(N-Benzyloxycarbonylamino)-3-octadecanol), oil. Yield: 53.0%. Reaction SMILES: [CH2:1]([O:8][C:9]([NH:11][C@@H:12]([CH3:15])[CH:13]=[O:14])=[O:10])[C:2]1[CH:7]=[CH:6][CH:5]=[CH:4][CH:3]=1.Br[CH2:17][CH2:18][CH2:19][CH2:20][CH2:21][CH2:22][CH2:23][CH2:24][CH2:25][CH2:26][CH2:27][CH2:28][CH2:29][CH2:30][CH3:31]>>[CH2:1]([O:8][C:9]([NH:11][C@H:12]([C@@H:13]([OH:14])[CH2:31][CH2:30][CH2:29][CH2:28][CH2:27][CH2:26][CH2:25][CH2:24][CH2:23][CH2:22][CH2:21][CH2:20][CH2:19][CH2:18][CH3:17])[CH3:15])=[O:10])[C:2]1[CH:7]=[CH:6][CH:5]=[CH:4][CH:3]=1. Reported procedure: According to the method of Example 26, from aldehyde 28 (640 mg, 3.1 mmol) and 1-bromopentadecane (5.0 g, 17.2 mmol), alcohol 90 was obtained as a colorless oil (690 mg, 53% yield). Reactants: COC(=O)CCCCCCN, Cl, O=Cc1ccc(-n2cccn2)cc1. Product: COC(=O)CCCCCCNCc1ccc(-n2cccn2)cc1. As a reaction SMILES: [CH3:2][O:3][C:4]([CH2:5][CH2:6][CH2:7][CH2:8][CH2:9][CH2:10][NH2:11])=[O:12].[ClH:1].[n:13]1(-[c:18]2[cH:19][cH:20][c:21]([CH:22]=[O:23])[cH:24][cH:25]2)[n:14][cH:15][cH:16][cH:17]1>>[CH3:2][O:3][C:4]([CH2:5][CH2:6][CH2:7][CH2:8][CH2:9][CH2:10][NH:11][CH2:22][c:21]1[cH:20][cH:19][c:18](-[n:13]2[n:14][cH:15][cH:16][cH:17]2)[cH:25][cH:24]1)=[O:12].